Dataset: the Open Reaction Database (ORD), a public repository of structured organic reaction records. Task: describe an organic reaction: reactants, conditions, products, and yield The reactants are C(#N)C1=CC(=C(CNC(C(C2=C(C=C(C=C2)OC)F)OCC)=O)C=C1)O ((RS)-N-(4-cyano-2-hydroxy-benzyl)-2-ethoxy-2-(2-fluoro-4-methoxy-phenyl)-acetamide), BrCC(=O)OCC.C([O-])([O-])=O.[Cs+].[Cs+] (ethyl bromoacetate cesium carbonate). The solvent is CN(C)C=O (DMF). Product: C(C)OC(COC1=C(C=CC(=C1)C#N)CNC(C(C1=C(C=C(C=C1)OC)F)OCC)=O)=O ((RS)-(5-cyano-2-{[2-ethoxy-2-(2-fluoro-4-methoxy-phenyl)-acetylamino]-methyl}-phenoxy)-acetic acid ethyl ester). As a reaction SMILES: [C:1]([C:3]1[CH:25]=[CH:24][C:6]([CH2:7][NH:8][C:9](=[O:23])[CH:10]([O:20][CH2:21][CH3:22])[C:11]2[CH:16]=[CH:15][C:14]([O:17][CH3:18])=[CH:13][C:12]=2[F:19])=[C:5]([OH:26])[CH:4]=1)#[N:2].Br[CH2:28][C:29]([O:31][CH2:32][CH3:33])=[O:30].C(=O)([O-])[O-].[Cs+].[Cs+]>CN(C=O)C>[CH2:32]([O:31][C:29](=[O:30])[CH2:28][O:26][C:5]1[CH:4]=[C:3]([C:1]#[N:2])[CH:25]=[CH:24][C:6]=1[CH2:7][NH:8][C:9](=[O:23])[CH:10]([O:20][CH2:21][CH3:22])[C:11]1[CH:16]=[CH:15][C:14]([O:17][CH3:18])=[CH:13][C:12]=1[F:19])[CH3:33] |f:1.2.3.4|. Reported procedure: In analogy to example 16.4, (RS)-N-(4-cyano-2-hydroxy-benzyl)-2-ethoxy-2-(2-fluoro-4-methoxy-phenyl)-acetamide (example 110.3) was alkylated with ethyl bromoacetate/cesium carbonate in DMF to give (RS)-(5-cyano-2-{[2-ethoxy-2-(2-fluoro-4-methoxy-phenyl)-acetylamino]-methyl}-phenoxy)-acetic acid ethyl ester as a colorless solid. MS 443.4 ([M−H]) Starting materials: N1[C@H](C(=O)O)CCC1 (L-proline), CN1C=2C(C(=O)OC1=O)=CC=CC2 (N-methyl isatoic anhydride), CS(=O)C (dimethyl sulfoxide). The solvent is O (water). Yields the product CN1C(C2N(C(C3=C1C=CC=C3)=O)CCC2)=O (1,2,3,11a-Tetrahydro-10-methyl-5H-pyrrolo[2,1-c] [1,4]benzodiazepin-5,11(10H)-dione). As a reaction SMILES: [NH:1]1[CH2:8][CH2:7][CH2:6][C@H:2]1[C:3]([OH:5])=O.[CH3:9][N:10]1C(=O)O[C:13](=[O:14])[C:12]2=[CH:18][CH:19]=[CH:20][CH:21]=[C:11]12.CS(C)=O>O>[CH3:9][N:10]1[C:11]2[CH:21]=[CH:20][CH:19]=[CH:18][C:12]=2[C:13](=[O:14])[N:1]2[CH2:8][CH2:7][CH2:6][CH:2]2[C:3]1=[O:5]. Reported procedure: A mixture of 12.3 g. of L-proline, 17.7 g. of N-methyl isatoic anhydride and 100 ml. of dimethyl sulfoxide is heated on a steam bath for 6 hours, cooled and then dilted with 250 ml. of water. The reaction mixture is extracted three times with benzene. The combined benzene layers are washed with water and concentrated to remove the solvent. The residue is recrystallized from ethyl acetate yielding the pure dextrorotatory isomer. Starting materials: NC=1SC=C(N1)/C(/C(=O)N[C@H]1[C@@H]2N(C(=C(CS2)SCC=2C=NNC2)C(=O)O)C1=O)=N/O (7β-[2-(2-Aminothiazol-4-yl)-2-(Z)-(hydroxyimino)acetamido]-3-[(pyrazol-4-yl)methylthio]-3-cephem-4-carboxylic acid), Cl (hydrochloric acid). Run in O (water). Conditions: temperature 40 celsius, time 10 minute. Yields the product Cl.Cl.NC=1SC=C(N1)C(C(=O)N[C@H]1[C@@H]2N(C(=C(CS2)SCC=2C=NNC2)C(=O)O)C1=O)=NO (7β-[2-(2-aminothiazol-4-yl)-2-(hydroxyimino)acetamido]-3-[(pyrazol-4-yl)methylthio]-3-cephem-4-carboxylic acid dihydrochloride). As a reaction SMILES: [NH2:1][C:2]1[S:3][CH:4]=[C:5](/[C:7](=[N:30]/[OH:31])/[C:8]([NH:10][C@@H:11]2[C:28](=[O:29])[N:13]3[C:14]([C:25]([OH:27])=[O:26])=[C:15]([S:18][CH2:19][C:20]4[CH:21]=[N:22][NH:23][CH:24]=4)[CH2:16][S:17][C@H:12]23)=[O:9])[N:6]=1.[ClH:32]>O>[ClH:32].[ClH:32].[NH2:1][C:2]1[S:3][CH:4]=[C:5]([C:7](=[N:30][OH:31])[C:8]([NH:10][C@@H:11]2[C:28](=[O:29])[N:13]3[C:14]([C:25]([OH:27])=[O:26])=[C:15]([S:18][CH2:19][C:20]4[CH:21]=[N:22][NH:23][CH:24]=4)[CH2:16][S:17][C@H:12]23)=[O:9])[N:6]=1 |f:3.4.5|. Reported procedure: 7β-[2-(2-Aminothiazol-4-yl)-2-(Z)-(hydroxyimino)acetamido]-3-[(pyrazol-4-yl)methylthio]-3-cephem-4-carboxylic acid (283 mg) was suspended in water (100 ml) and 1.25 ml of 1N hydrochloric acid was added thereto. The mixture was stirred at 40° C. for 10 minutes and then lyophilized to afford 7β-[2-(2-aminothiazol-4-yl)-2-(hydroxyimino)acetamido]-3-[(pyrazol-4-yl)methylthio]-3-cephem-4-carboxylic acid dihydrochloride (281.8 mg). Reactants: BrC1=CC(=C(C(=C1)C)O)C (4-Bromo-2,6-dimethylphenol), C([O-])([O-])=O.[K+].[K+] (potassium carbonate), O (water), OC(CCOS(=O)(=O)C1=CC=C(C=C1)C)(C)C (toluene-4-sulfonic acid 3-hydroxy-3-methyl-butyl ester), OC(CCOS(=O)(=O)C1=CC=C(C=C1)C)(C)C (toluene-4-sulfonic acid 3-hydroxy-3-methyl-butyl ester). The solvent is CN(C=O)C (N,N-dimethylformamide). Reaction conditions: temperature 80 celsius. Yields the product BrC1=CC(=C(OCCC(C)(O)C)C(=C1)C)C (4-(4-Bromo-2,6-dimethyl-phenoxy)-2-methyl-butan-2-ol). The yield is 70.0%. RXN SMILES: [Br:1][C:2]1[CH:7]=[C:6]([CH3:8])[C:5]([OH:9])=[C:4]([CH3:10])[CH:3]=1.[OH:11][C:12]([CH3:27])([CH3:26])[CH2:13][CH2:14]OS(C1C=CC(C)=CC=1)(=O)=O.C(=O)([O-])[O-].[K+].[K+].O>CN(C)C=O>[Br:1][C:2]1[CH:7]=[C:6]([CH3:8])[C:5]([O:9][CH2:14][CH2:13][C:12]([CH3:27])([OH:11])[CH3:26])=[C:4]([CH3:10])[CH:3]=1 |f:2.3.4|. Procedure: 4-Bromo-2,6-dimethylphenol (2.00 g, 9.95 mmol), toluene-4-sulfonic acid 3-hydroxy-3-methyl-butyl ester (Intermediate 10, 2.83 g, 10.9 mmol) and potassium carbonate (1.01 g, 10.9 mmol) are combined in N,N-dimethylformamide (50 mL) and heated at 80° C. for 24 hours. The mixture is cooled, poured into water and extracted with diethyl ether. The organic phase is dried and the solvent removed. The residue is purified by flash chromatography (0-50% ethyl acetate in cyclohexane) to give the title compo... The reactants are BrC1=C(C(=O)OCC)C=CC=C1 (ethyl 2-bromobenzoate), C(=O)([O-])[O-].[Na+].[Na+] (Na2CO3), COC=1C=C(C=CC1)B(O)O (3-Methoxyphenylboronic acid). The reagents and catalysts are C=1C=CC(=CC1)[P](C=2C=CC=CC2)(C=3C=CC=CC3)[Pd]([P](C=4C=CC=CC4)(C=5C=CC=CC5)C=6C=CC=CC6)([P](C=7C=CC=CC7)(C=8C=CC=CC8)C=9C=CC=CC9)[P](C=1C=CC=CC1)(C=1C=CC=CC1)C=1C=CC=CC1 (tetrakis(triphenylphosphine)palladium(0)). Run in COCCOC (1,2-dimethoxyethane), COCCOC (1,2-dimethoxyethane), O (water). Run at temperature 100 celsius. Yields the product COC=1C=C(C=CC1)C1=C(C(=O)OCC)C=CC=C1 (ethyl 2-(3′-methoxyphenyl)benzoate). As a reaction SMILES: Br[C:2]1[CH:12]=[CH:11][CH:10]=[CH:9][C:3]=1[C:4]([O:6][CH2:7][CH3:8])=[O:5].C([O-])([O-])=O.[Na+].[Na+].[CH3:19][O:20][C:21]1[CH:22]=[C:23](B(O)O)[CH:24]=[CH:25][CH:26]=1>COCCOC.O.C1C=CC([P]([Pd]([P](C2C=CC=CC=2)(C2C=CC=CC=2)C2C=CC=CC=2)([P](C2C=CC=CC=2)(C2C=CC=CC=2)C2C=CC=CC=2)[P](C2C=CC=CC=2)(C2C=CC=CC=2)C2C=CC=CC=2)(C2C=CC=CC=2)C2C=CC=CC=2)=CC=1>[CH3:19][O:20][C:21]1[CH:26]=[C:25]([C:2]2[CH:12]=[CH:11][CH:10]=[CH:9][C:3]=2[C:4]([O:6][CH2:7][CH3:8])=[O:5])[CH:24]=[CH:23][CH:22]=1 |f:1.2.3,^1:40,42,61,80|. Procedure: To a stirred solution of ethyl 2-bromobenzoate (13.7 g, 59.8 mmol) and tetrakis(triphenylphosphine)palladium(0) (3.46 g, 3.0 mmol) in 1,2-dimethoxyethane (600 mL) was added 2 M aq. Na2CO3 (60 mL, deoxygenated). 3-Methoxyphenylboronic acid (10.0 g, 65.8 mmol) was added in 1,2-dimethoxyethane (80 mL) and the mixture was heated to 100° C. for 36 hours, under argon atmosphere. The mixture was cooled, diluted with water (1 L) and extracted with EtOAc (2×800 mL). The combined organic extracts were was...